Task: describe an organic reaction: reactants, conditions, products, and yield. Dataset: the Open Reaction Database (ORD), a public repository of structured organic reaction records Reaction SMILES: [CH2:50]1[O:51][CH2:52][CH2:53][CH2:54]1.[CH3:45][S:46](=[O:47])(=[O:48])[OH:49].[O:1]1[CH2:2][O:3][c:4]2[c:5]1[cH:6][cH:7][c:8]([S:10](=[O:11])(=[O:12])[N:13]([CH2:14][CH:15]([CH3:16])[CH3:17])[CH2:18][CH:19]([CH:20]([CH2:21][c:22]1[cH:23][cH:24][cH:25][cH:26][cH:27]1)[N:28]([CH2:29][c:30]1[cH:31][cH:32][cH:33][cH:34][cH:35]1)[CH2:36][c:37]1[cH:38][cH:39][cH:40][cH:41][cH:42]1)[OH:43])[cH:9]2.[OH2:44]>>[CH3:45][S:46](=[O:47])(=[O:48])[OH:49].[O:1]1[CH2:2][O:3][c:4]2[c:5]1[cH:6][cH:7][c:8]([S:10](=[O:11])(=[O:12])[N:13]([CH2:14][CH:15]([CH3:16])[CH3:17])[CH2:18][CH:19]([CH:20]([CH2:21][c:22]1[cH:23][cH:24][cH:25][cH:26][cH:27]1)[NH2:28])[OH:43])[cH:9]2. The product is CS(=O)(=O)O, CC(C)CN(CC(O)C(N)Cc1ccccc1)S(=O)(=O)c1ccc2c(c1)OCO2. Reactants: C1CCOC1, CS(=O)(=O)O, CC(C)CN(CC(O)C(Cc1ccccc1)N(Cc1ccccc1)Cc1ccccc1)S(=O)(=O)c1ccc2c(c1)OCO2, O. Reactants: N (NH3), ClC1=NC=CC(=N1)C1=C(N=C2N1C=CC=C2)C=2C=CC(=C(C(=O)NC1=C(C=CC=C1F)F)C2)OC (5-[3-(2-chloro-4-pyrimidinyl)imidazo[1,2-a]pyridin-2-yl]-N-(2,6-difluorophenyl)-2-(methyloxy)benzamide), C(C)C=1C(=CC(=C(N)C1)OC)N1CCC(CC1)N1CCN(CC1)S(=O)(=O)C (5-ethyl-2-(methyloxy)-4-{4-[4-(methylsulfonyl)-1-piperazinyl]-1-piperidinyl}aniline), Cl (HCl). The solvent is CO (MeOH), C(C(F)(F)F)O (trifluoroethanol). Run at temperature 85 celsius. Product: FC1=C(C(=CC=C1)F)NC(C1=C(C=CC(=C1)C=1N=C2N(C=CC=C2)C1C1=NC(=NC=C1)NC1=C(C=C(C(=C1)CC)N1CCC(CC1)N1CCN(CC1)S(=O)(=O)C)OC)OC)=O (N-(2,6-difluorophenyl)-5-(3-{2-[(5-ethyl-2-(methyloxy)-4-{4-[4-(methylsulfonyl)-1-piperazinyl]-1-piperidinyl}phenyl)amino]-4-pyrimidinyl}imidazo[1,2-a]pyridin-2-yl)-2-(methyloxy)benzamide). The yield is 70.7%. As a reaction SMILES: Cl[C:2]1[N:7]=[C:6]([C:8]2[N:12]3[CH:13]=[CH:14][CH:15]=[CH:16][C:11]3=[N:10][C:9]=2[C:17]2[CH:18]=[CH:19][C:20]([O:34][CH3:35])=[C:21]([CH:33]=2)[C:22]([NH:24][C:25]2[C:30]([F:31])=[CH:29][CH:28]=[CH:27][C:26]=2[F:32])=[O:23])[CH:5]=[CH:4][N:3]=1.[CH2:36]([C:38]1[C:39]([N:47]2[CH2:52][CH2:51][CH:50]([N:53]3[CH2:58][CH2:57][N:56]([S:59]([CH3:62])(=[O:61])=[O:60])[CH2:55][CH2:54]3)[CH2:49][CH2:48]2)=[CH:40][C:41]([O:45][CH3:46])=[C:42]([CH:44]=1)[NH2:43])[CH3:37].Cl.N>C(O)C(F)(F)F.CO>[F:32][C:26]1[CH:27]=[CH:28][CH:29]=[C:30]([F:31])[C:25]=1[NH:24][C:22](=[O:23])[C:21]1[CH:33]=[C:17]([C:9]2[N:10]=[C:11]3[CH:16]=[CH:15][CH:14]=[CH:13][N:12]3[C:8]=2[C:6]2[CH:5]=[CH:4][N:3]=[C:2]([NH:43][C:42]3[CH:44]=[C:38]([CH2:36][CH3:37])[C:39]([N:47]4[CH2:48][CH2:49][CH:50]([N:53]5[CH2:54][CH2:55][N:56]([S:59]([CH3:62])(=[O:61])=[O:60])[CH2:57][CH2:58]5)[CH2:51][CH2:52]4)=[CH:40][C:41]=3[O:45][CH3:46])[N:7]=2)[CH:18]=[CH:19][C:20]=1[O:34][CH3:35]. Procedure details: A mixture of 5-[3-(2-chloro-4-pyrimidinyl)imidazo[1,2-a]pyridin-2-yl]-N-(2,6-difluorophenyl)-2-(methyloxy)benzamide (Intermediate Example 2) (23.0 g, 46.8 mmol), 5-ethyl-2-(methyloxy)-4-{4-[4-(methylsulfonyl)-1-piperazinyl]-1-piperidinyl}aniline (Example 206, Step B) (18.6 g, 46.8 mmol) and HCl (4N,1,4-Dioxane, 23.4 mL, 93.6 mmol) in trifluoroethanol (200 mL) was heated in a sealed vessel at 85° C. for 48 h. After cooling to rt, the reaction mixture was treated with an excess of 7N NH3 in MeOH a... Reactants: CN1CCN(CC1)C1=CC(=C(C=C1)[N+](=O)[O-])N1CCCCC1 (1-methyl-4-(4-nitro-3-piperidin-1-yl-phenyl)-piperazine). The reagents and catalysts are [Pd] (Pd—C). Run in CO (MeOH). Product: CN1CCN(CC1)C1=CC(=C(C=C1)N)N1CCCCC1 (4-(4-Methyl-piperazin-1-yl)-2-piperidin-1-yl-phenylamine). The yield is 88.5%. RXN SMILES: [CH3:1][N:2]1[CH2:7][CH2:6][N:5]([C:8]2[CH:13]=[CH:12][C:11]([N+:14]([O-])=O)=[C:10]([N:17]3[CH2:22][CH2:21][CH2:20][CH2:19][CH2:18]3)[CH:9]=2)[CH2:4][CH2:3]1>CO.[Pd]>[CH3:1][N:2]1[CH2:3][CH2:4][N:5]([C:8]2[CH:13]=[CH:12][C:11]([NH2:14])=[C:10]([N:17]3[CH2:22][CH2:21][CH2:20][CH2:19][CH2:18]3)[CH:9]=2)[CH2:6][CH2:7]1. Reported procedure: 1-(5-Fluoro-2-nitro-phenyl)-piperidine (100 mg, 0.44 mmol) was treated with N-methylpiperizine (3 mL) and heated to 80° C. overnight. The reaction was diluted with EtOAc (10 mL), washed with water (2×10 mL), dried (Na2SO4) and concentrated in vacuo to afford 118 mg (88%) of 1-methyl-4-(4-nitro-3-piperidin-1-yl-phenyl)-piperazine as an oil. The 1-methyl-4-(4-nitro-3-piperidin-1-yl-phenyl)-piperazine (22 mg, 0.07 mmol) was stirred with 13 mg 5% Pd—C in 1 mL of MeOH under H2 for 2 h. The mixture wa... Reactants: B, C1CCOC1, N#CCc1c(F)cccc1F, C1CCOC1. The product is NCCc1c(F)cccc1F. RXN SMILES: [BH3:12].[CH2:13]1[O:14][CH2:15][CH2:16][CH2:17]1.[F:1][c:2]1[c:3]([CH2:9][C:10]#[N:11])[c:4]([F:8])[cH:5][cH:6][cH:7]1.[O:18]1[CH2:19][CH2:20][CH2:21][CH2:22]1>>[F:1][c:2]1[c:3]([CH2:9][CH2:10][NH2:11])[c:4]([F:8])[cH:5][cH:6][cH:7]1. Reactants: N1N=NC=C1 (1H-1,2,3-triazole), C[C@H]1[C@@](O1)(C1=CC=C(C=C1)OC(F)(F)F)CN1N=CN=C1 ((2R,3S)-3-methyl-2-[(1H-1,2,4-triazol-1-yl) methyl]-2-(4-trifluoromethoxylphenyl)oxirane). RXN SMILES: [NH:1]1[CH:5]=[CH:4][N:3]=[N:2]1.[CH3:6][C@@H:7]1[O:9][C@@:8]1([CH2:21][N:22]1[CH:26]=[N:25][CH:24]=[N:23]1)[C:10]1[CH:15]=[CH:14][C:13]([O:16][C:17]([F:20])([F:19])[F:18])=[CH:12][CH:11]=1>>[N:1]1[N:2]([C@H:7]([CH3:6])[C@:8]([C:10]2[CH:15]=[CH:14][C:13]([O:16][C:17]([F:20])([F:18])[F:19])=[CH:12][CH:11]=2)([OH:9])[CH2:21][N:22]2[CH:26]=[N:25][CH:24]=[N:23]2)[N:3]=[CH:4][CH:5]=1.[N:1]1([C@H:7]([CH3:6])[C@:8]([C:10]2[CH:11]=[CH:12][C:13]([C:17]([F:20])([F:19])[F:18])=[CH:14][CH:15]=2)([OH:9])[CH2:21][N:22]2[CH:26]=[N:25][CH:24]=[N:23]2)[CH:5]=[CH:4][N:3]=[N:2]1. Procedure: Using 1H-1,2,3-triazole and (2R,3S)-3-methyl-2-[(1H-1,2,4-triazol-1-yl) methyl]-2-(4-trifluoromethoxylphenyl)oxirane, substantially the same reaction as in Example 30 was conducted to give Compound 40 as colorless prisms and Compound 41 as colorless needles. Yields the product N=1N(N=CC1)[C@@H]([C@@](CN1N=CN=C1)(O)C1=CC=C(C=C1)OC(F)(F)F)C ((2R,3R)-3-(2H-1,2,3-Triazol-2-yl)-1-(1H-1,2,4-triazol-1-yl)-2-(4 -trifluoromethoxyphenyl)-2-butanol), N1(N=NC=C1)[C@@H]([C@@](CN1N=CN=C1)(O)C1=CC=C(C=C1)C(F)(F)F)C ((2R,3R)-3-(1H-1,2,3-triazol-1-yl)-1-(1H-1,2,4-triazol-1-yl)-2-(4 -trifluoromethylphenyl)-2-butanol). Starting materials: C=CC (propylene), C1=CC(=CC=C1Cl)Cl (p-dichlorobenzene), [Al+3].[Cl-].[Cl-].[Cl-] (AlCl3), mixture, ClC1=CC(=CC=C1)Cl (m-dichlorobenzene), C=CC (propylene). Conditions: time 8 hour. Product: ClC=1C(=C(C=CC1)C(C)C)Cl (dichlorocumene). Yield: 1.0%. As a reaction SMILES: [CH2:1]=[CH:2][CH3:3].Cl[C:5]1[CH:10]=[CH:9][CH:8]=[C:7]([Cl:11])[CH:6]=1.C1C([Cl:18])=CC=C(Cl)C=1.[Al+3].[Cl-].[Cl-].[Cl-]>>[Cl:18][C:6]1[C:7]([Cl:11])=[C:8]([CH:2]([CH3:3])[CH3:1])[CH:9]=[CH:10][CH:5]=1 |f:3.4.5.6|. Procedure: This experiment is carried out in the same manner as in Example 1, except that propylene is used instead of isopropyl bromide. A dry-ice condenser is used instead of coolant condenser and propylene is sparged below the liquid level through a sparger tube. Thus, 377.8 g (2.57 mole) of mixture consisting of 70% (264.6 g; 1.8 mole) m-dichlorobenzene, 30% (113.2 g; 0.77 mole) p-dichlorobenzene and 48.0 g (0.36 mole) AlCl3 are placed in a 4-neck, one-liter flask and to it 34 g (0.81 mole) propylene i... Reactants: COC(CC1=CC=C2CCCN(C2=N1)C(=O)OC(C)(C)C)=O (tert-Butyl 7-(2-methoxy-2-oxoethyl)-3,4-dihydro-1,8-naphthyridine-1(2H)-carboxylate), Cl (hydrogen chloride). The solvent is CO (methanol), CO (methanol). Reaction conditions: time 1 hour. The product is Cl.N1=C(C=CC=2CCCNC12)CC(=O)OC (Methyl 2-(5,6,7,8-tetrahydro-1,8-naphthyridin-2-yl)acetate hydrochloride). Yield: 99.0%. RXN SMILES: [CH3:1][O:2][C:3](=[O:22])[CH2:4][C:5]1[N:14]=[C:13]2[C:8]([CH2:9][CH2:10][CH2:11][N:12]2C(OC(C)(C)C)=O)=[CH:7][CH:6]=1.[ClH:23]>CO>[ClH:23].[N:14]1[C:13]2[NH:12][CH2:11][CH2:10][CH2:9][C:8]=2[CH:7]=[CH:6][C:5]=1[CH2:4][C:3]([O:2][CH3:1])=[O:22] |f:3.4|. Procedure details: tert-Butyl 7-(2-methoxy-2-oxoethyl)-3,4-dihydro-1,8-naphthyridine-1(2H)-carboxylate (1 eq.) (CAS [925889-81-2], available commercially from Fluorochem, for example) was dissolved in methanol (1.6 ml); hydrogen chloride in methanol (1.25 M, 5 equiv.) was added, and the mixture was heated to boiling temperature. After 1 h, the solvent was removed in vacuo and the residue so obtained was used directly in the following stage. Yield: >99%